Dataset: the Open Reaction Database (ORD), a public repository of structured organic reaction records. Task: describe an organic reaction: reactants, conditions, products, and yield The reactants are C1CCOC1, CC(O)c1cc2cccc(F)c2nc1Cl, c1ccc(P(c2ccccc2)c2ccccc2)cc1, [N-]=[N+]=NP(=O)(c1ccccc1)c1ccccc1. Product: CC(N=[N+]=[N-])c1cc2cccc(F)c2nc1Cl. As a reaction SMILES: [CH2:52]1[O:53][CH2:54][CH2:55][CH2:56]1.[Cl:20][c:21]1[n:22][c:23]2[c:24]([F:34])[cH:25][cH:26][cH:27][c:28]2[cH:29][c:30]1[CH:31]([CH3:32])[OH:33].[c:1]1([P:2]([c:3]2[cH:4][cH:5][cH:6][cH:7][cH:8]2)[c:9]2[cH:10][cH:11][cH:12][cH:13][cH:14]2)[cH:15][cH:16][cH:17][cH:18][cH:19]1.[c:35]1([P:36]([c:37]2[cH:38][cH:39][cH:40][cH:41][cH:42]2)(=[O:43])[N:49]=[N+:50]=[N-:51])[cH:44][cH:45][cH:46][cH:47][cH:48]1>>[Cl:20][c:21]1[n:22][c:23]2[c:24]([F:34])[cH:25][cH:26][cH:27][c:28]2[cH:29][c:30]1[CH:31]([CH3:32])[N:49]=[N+:50]=[N-:51]. The reactants are FC1=C(C=CC=C1)C1=NC(C(NC2=C1C=C(C=C2)I)=O)C (5-(o-fluorophenyl)-1,3-dihydro-7-iodo-3-methyl-2H-1,4-benzodiazepin-2-one), [Cu]C#N (copper (I) cyanide), O (water). The solvent is CN(C=O)C (dimethylformamide). The product is FC1=C(C=CC=C1)C1=NC(C(NC2=C1C=C(C=C2)C#N)=O)C (5-(o-fluorophenyl)-2,3-dihydro-3-methyl-2-oxo-1H-1,4-benzodiazepine-7-carbonitrile). As a reaction SMILES: [F:1][C:2]1[CH:7]=[CH:6][CH:5]=[CH:4][C:3]=1[C:8]1[C:14]2[CH:15]=[C:16](I)[CH:17]=[CH:18][C:13]=2[NH:12][C:11](=[O:20])[CH:10]([CH3:21])[N:9]=1.[Cu][C:23]#[N:24].O>CN(C)C=O>[F:1][C:2]1[CH:7]=[CH:6][CH:5]=[CH:4][C:3]=1[C:8]1[C:14]2[CH:15]=[C:16]([C:23]#[N:24])[CH:17]=[CH:18][C:13]=2[NH:12][C:11](=[O:20])[CH:10]([CH3:21])[N:9]=1. Procedure: 23.2 g (58.8 mmol) of 5-(o-fluorophenyl)-1,3-dihydro-7-iodo-3-methyl-2H-1,4-benzodiazepin-2-one and 10 g (0.11 mol) of copper (I) cyanide in 250 ml of dimethylformamide are heated at 150° for 2 hours under argon. After cooling, 700 ml of water are added to the mixture and the resulting precipitate is filtered off. This is dissolved in 1 l of water/ethylenediamine (1:1) and extracted with 1 l of methylene chloride; the separated aqueous phase is extracted a further twice with methylene chloride. ... The reactants are C(C)C=1C=NC(=NC1)C1=CC(=C(C=C1)C(CCC(F)(F)F)NC1=CC=C(C(=O)O)C=C1)C (4-((1-(4-(5-ethylpyrimidin-2-yl)-2-methylphenyl)-4,4,4-trifluorobutyl)amino)benzoic acid), N1C[C@@H](CCC1)C(=O)OCC (ethyl (3R)-piperidine-3-carboxylate), ON1N=NC2=C1C=CC=C2 (1-hydroxybenzotriazole), Cl.C(C)N=C=NCCCN(C)C (1-ethyl-3-(3-dimethylaminopropyl)carbodiimide hydrochloride), C(C)(C)N(CC)C(C)C (diisopropylethylamine). The solvent is CN(C=O)C (dimethylformamide), O (water). The product is C(C)C=1C=NC(=NC1)C1=CC(=C(C=C1)C(CCC(F)(F)F)NC1=CC=C(C(=O)N2C[C@@H](CCC2)C(=O)OCC)C=C1)C (ethyl (3R)-1-(4-((1-(4-(5-ethylpyrimidin-2-yl)-2-methylphenyl)-4,4,4-trifluorobutyl)amino)benzoyl)piperidine-3-carboxylate). As a reaction SMILES: [CH2:1]([C:3]1[CH:4]=[N:5][C:6]([C:9]2[CH:14]=[CH:13][C:12]([CH:15]([NH:22][C:23]3[CH:31]=[CH:30][C:26]([C:27](O)=[O:28])=[CH:25][CH:24]=3)[CH2:16][CH2:17][C:18]([F:21])([F:20])[F:19])=[C:11]([CH3:32])[CH:10]=2)=[N:7][CH:8]=1)[CH3:2].[NH:33]1[CH2:38][CH2:37][CH2:36][C@@H:35]([C:39]([O:41][CH2:42][CH3:43])=[O:40])[CH2:34]1.ON1C2C=CC=CC=2N=N1.Cl.C(N=C=NCCCN(C)C)C.C(N(C(C)C)CC)(C)C>CN(C)C=O.O>[CH2:1]([C:3]1[CH:8]=[N:7][C:6]([C:9]2[CH:14]=[CH:13][C:12]([CH:15]([NH:22][C:23]3[CH:24]=[CH:25][C:26]([C:27]([N:33]4[CH2:38][CH2:37][CH2:36][C@@H:35]([C:39]([O:41][CH2:42][CH3:43])=[O:40])[CH2:34]4)=[O:28])=[CH:30][CH:31]=3)[CH2:16][CH2:17][C:18]([F:20])([F:21])[F:19])=[C:11]([CH3:32])[CH:10]=2)=[N:5][CH:4]=1)[CH3:2] |f:3.4|. Procedure: A solution of 4-((1-(4-(5-ethylpyrimidin-2-yl)-2-methylphenyl)-4,4,4-trifluorobutyl)amino)benzoic acid obtained in step B, ethyl (3R)-piperidine-3-carboxylate (5.08 mL), 1-hydroxybenzotriazole (4.46 g), 1-ethyl-3-(3-dimethylaminopropyl)carbodiimide hydrochloride (6.32 g) and diisopropylethylamine (5.76 mL) in dimethylformamide (79 mL) was stirred at room temperature overnight. The reaction mixture was added to water, and the mixture was extracted with ethyl acetate. The extract was washed with w... Starting materials: CCO, Cl, O=C(c1ccccc1)N1CCN(C2CN(C(c3ccccc3)c3ccccc3)C2)C(CO)C1. Yields the product O=C(c1ccccc1)N1CCN(C2CNC2)C(CO)C1. Reaction SMILES: [CH3:35][CH2:36][OH:37].[ClH:34].[c:1]1([CH:2]([c:3]2[cH:4][cH:5][cH:6][cH:7][cH:28]2)[N:8]2[CH2:9][CH:10]([N:12]3[CH:13]([CH2:26][OH:27])[CH2:14][N:15]([C:18](=[O:19])[c:20]4[cH:21][cH:22][cH:23][cH:24][cH:25]4)[CH2:16][CH2:17]3)[CH2:11]2)[cH:29][cH:30][cH:31][cH:32][cH:33]1>>[NH:8]1[CH2:9][CH:10]([N:12]2[CH:13]([CH2:26][OH:27])[CH2:14][N:15]([C:18](=[O:19])[c:20]3[cH:21][cH:22][cH:23][cH:24][cH:25]3)[CH2:16][CH2:17]2)[CH2:11]1. The reactants are COC=1C=C2C(=CN(C2=CC1OC)C)C1=CC=2C(=NC=CC2C(CC)O)N1S(=O)(=O)C1=CC=C(C=C1)C ([2-(5,6-dimethoxy-1-methyl-1H-indol-3-yl)-1-(toluene-4-sulfonyl)-1H-pyrrolo[2,3-b]pyrid-4-yl]propan-1-ol), [OH-].[K+] (potassium hydroxide). Product: COC=1C=C2C(=CN(C2=CC1OC)C)C1=CC=2C(=NC=CC2C(CC)O)N1 ([2-(5,6-dimethoxy-1-methyl-1H-indol-3-yl)-1H-pyrrolo[2,3-b]-pyrid-4-yl]propan-1-ol). Yield: 94.8%. As a reaction SMILES: [CH3:1][O:2][C:3]1[CH:4]=[C:5]2[C:9](=[CH:10][C:11]=1[O:12][CH3:13])[N:8]([CH3:14])[CH:7]=[C:6]2[C:15]1[N:27](S(C2C=CC(C)=CC=2)(=O)=O)[C:18]2=[N:19][CH:20]=[CH:21][C:22]([CH:23]([OH:26])[CH2:24][CH3:25])=[C:17]2[CH:16]=1.[OH-].[K+]>>[CH3:1][O:2][C:3]1[CH:4]=[C:5]2[C:9](=[CH:10][C:11]=1[O:12][CH3:13])[N:8]([CH3:14])[CH:7]=[C:6]2[C:15]1[NH:27][C:18]2=[N:19][CH:20]=[CH:21][C:22]([CH:23]([OH:26])[CH2:24][CH3:25])=[C:17]2[CH:16]=1 |f:1.2|. Procedure details: [2-(5,6-Dimethoxy-1-methyl-1H-indol-3-yl)-1H-pyrrolo[2,3-b]pyrid-4-yl]propan-1-ol is prepared as described in Example 179a starting with 0.090 g of [2-(5,6-dimethoxy-1-methyl-1H-indol-3-yl)-1-(toluene-4-sulfonyl)-1H-pyrrolo[2,3-b]pyrid-4-yl]propan-1-ol instead of the [2-(5,6-dimethoxy-1-methyl-1H-indol-3-yl)-1-(toluene-4-sulfonyl)-1H-pyrrolo[2,3-b]pyrid-4-ylmethyl](4-trifluoromethylsulfanylbenzyl)amine used in Example 179a and 0.80 cm3 of 5N potassium hydroxide. 0.060 g of [2-(5,6-dimethoxy-1-me...